describe an organic reaction: reactants, conditions, products, and yield From a dataset of the Open Reaction Database (ORD), a public repository of structured organic reaction records. Starting materials: N1(C=NC=C1)C1=CC=C(C=C1)C(CN1C(CCC1)C1=CC(=CC=C1)OCCCN1CCOCC1)=O (1-(4-Imidazol-1-yl-phenyl)-2-{2-[3-(3-morpholin-4-yl-propoxy)-phenyl]-pyrrolidin-1-yl}-ethanone), N1(C=NC=C1)C1=CC=C(C=C1)C=1CN2C(=C3C=C(C=CC13)OCCCN1CCOCC1)[CH+]CC2 (6-(4-Imidazol-1-yl-phenyl)-9-(3-morpholin-4-yl-propoxy)-2,3-dihydro-1H-pyrrolo[2,1-a]isoquinolinylium). The product is N1(C=NC=C1)C1=CC=C(C=C1)[C@@H]1CN2[C@H](C3=CC(=CC=C13)OCCCN1CCOCC1)CCC2 (Cis-6-(4-Imidazol-1-yl-phenyl)-9-(3-morpholin-4-yl-propoxy)-1,2,3,5,6,10b-hexahydro-pyrrolo[2,1-a]isoquinoline), N1(C=NC=C1)C1=CC=C(C=C1)[C@@H]1CN2[C@@H](C3=CC(=CC=C13)OCCCN1CCOCC1)CCC2 (Trans-6-(4-Imidazol-1-yl-phenyl)-9-(3-morpholin-4-yl-propoxy)-1,2,3,5,6,10b-hexahydro-pyrrolo[2,1-a]isoquinoline). Isolated yield 4.0%. RXN SMILES: N1(C2C=CC(C(=O)CN3CCCC3C3C=CC=C(OCCCN4CCOCC4)C=3)=CC=2)C=CN=C1.[N:36]1([C:41]2[CH:46]=[CH:45][C:44]([C:47]3[CH2:48][N:49]4[CH2:69][CH2:68][CH+:67][C:50]4=[C:51]4[C:56]=3[CH:55]=[CH:54][C:53]([O:57][CH2:58][CH2:59][CH2:60][N:61]3[CH2:66][CH2:65][O:64][CH2:63][CH2:62]3)=[CH:52]4)=[CH:43][CH:42]=2)[CH:40]=[CH:39][N:38]=[CH:37]1>>[N:36]1([C:41]2[CH:42]=[CH:43][C:44]([C@H:47]3[C:56]4[C:51](=[CH:52][C:53]([O:57][CH2:58][CH2:59][CH2:60][N:61]5[CH2:62][CH2:63][O:64][CH2:65][CH2:66]5)=[CH:54][CH:55]=4)[C@@H:50]4[CH2:67][CH2:68][CH2:69][N:49]4[CH2:48]3)=[CH:45][CH:46]=2)[CH:40]=[CH:39][N:38]=[CH:37]1.[N:36]1([C:41]2[CH:42]=[CH:43][C:44]([C@H:47]3[C:56]4[C:51](=[CH:52][C:53]([O:57][CH2:58][CH2:59][CH2:60][N:61]5[CH2:62][CH2:63][O:64][CH2:65][CH2:66]5)=[CH:54][CH:55]=4)[C@H:50]4[CH2:67][CH2:68][CH2:69][N:49]4[CH2:48]3)=[CH:45][CH:46]=2)[CH:40]=[CH:39][N:38]=[CH:37]1. Reported procedure: 1-(4-Imidazol-1-yl-phenyl)-2-{2-[3-(3-morpholin-4-yl-propoxy)-phenyl]-pyrrolidin-1-yl}-ethanone. Prepared as described in Example 8, Step 1, on a 3.44 mmol scale, to give 1.77 g (>100%) of crude product. MS: exact mass calcd for C28H34N4O3, 474.3; m/z found, 475.5 [M+H]+. Step 2. 6-(4-Imidazol-1-yl-phenyl)-9-(3-morpholin-4-yl-propoxy)-2,3-dihydro-1H-pyrrolo[2,1-a]isoquinolinylium. Prepared as described in Example 17, Step 2, on a 3.43 mmol scale, to give 1.60 g (95%) of crude product. MS: exact ...